This data is from the Open Reaction Database (ORD), a public repository of structured organic reaction records. The task is: describe an organic reaction: reactants, conditions, products, and yield The reactants are CS(C)=O, N#Cc1c(F)cccc1Nc1c(F)cccc1F, [H-], [Na+], [Na+], [O-]c1ccccc1, C1CCOC1, Oc1ccccc1. Product: N#Cc1c(Nc2c(F)cccc2F)cccc1Oc1ccccc1. RXN SMILES: [CH3:41][S:42](=[O:43])[CH3:44].[F:18][c:19]1[c:20]([C:21]#[N:22])[c:23]([NH:27][c:28]2[c:29]([F:35])[cH:30][cH:31][cH:32][c:33]2[F:34])[cH:24][cH:25][cH:26]1.[H-:16].[Na+:17].[Na+:8].[O-:1][c:2]1[cH:3][cH:4][cH:5][cH:6][cH:7]1.[O:36]1[CH2:37][CH2:38][CH2:39][CH2:40]1.[OH:9][c:10]1[cH:11][cH:12][cH:13][cH:14][cH:15]1>>[O:1]([c:2]1[cH:3][cH:4][cH:5][cH:6][cH:7]1)[c:19]1[c:20]([C:21]#[N:22])[c:23]([NH:27][c:28]2[c:29]([F:35])[cH:30][cH:31][cH:32][c:33]2[F:34])[cH:24][cH:25][cH:26]1. Starting materials: BrC1=CC(=CC2=C1N=C(N2CC2=C(C(=CC=C2)Cl)C)C)N (7-bromo-3-(3-chloro-2-methylbenzyl)-2-methyl-3H-benzo[d]imidazol-5-amine), BrCCOCCBr (1-bromo-2-(2-bromoethoxy)ethane), CCN(C(C)C)C(C)C (DIPEA). Solvent: C(CO)O (ethylene glycol), O (water). Conditions: temperature 100 celsius, time 18 hour. The product is BrC1=CC(=CC2=C1N=C(N2CC2=C(C(=CC=C2)Cl)C)C)N2CCOCC2 (4-(7-bromo-3-(3-chloro-2-methylbenzyl)-2-methyl-3H-benzo[d]imidazol-5-yl)morpholine). The yield is 47.4%. As a reaction SMILES: [Br:1][C:2]1[C:7]2[N:8]=[C:9]([CH3:20])[N:10]([CH2:11][C:12]3[CH:17]=[CH:16][CH:15]=[C:14]([Cl:18])[C:13]=3[CH3:19])[C:6]=2[CH:5]=[C:4]([NH2:21])[CH:3]=1.Br[CH2:23][CH2:24][O:25][CH2:26][CH2:27]Br.CCN(C(C)C)C(C)C>C(O)CO.O>[Br:1][C:2]1[C:7]2[N:8]=[C:9]([CH3:20])[N:10]([CH2:11][C:12]3[CH:17]=[CH:16][CH:15]=[C:14]([Cl:18])[C:13]=3[CH3:19])[C:6]=2[CH:5]=[C:4]([N:21]2[CH2:27][CH2:26][O:25][CH2:24][CH2:23]2)[CH:3]=1. Procedure: A mixture of 7-bromo-3-(3-chloro-2-methylbenzyl)-2-methyl-3H-benzo[d]imidazol-5-amine (85 g, 233 mmol), 1-bromo-2-(2-bromoethoxy)ethane (108 g, 466 mmol) and DIPEA (60 g, 466 mmol) in ethylene glycol (1 L) was stirred at 100° C. for 18 h. It was cooled to rt, and diluted with water (1 L) and extracted with DCM (500 mL×4). The combined organic layers were washed with brine, dried over sodium sulphate and evaporated. The residue was purified by column chromatography (eluted with petroleum ether/et...